This data is from the Open Reaction Database (ORD), a public repository of structured organic reaction records. The task is: describe an organic reaction: reactants, conditions, products, and yield Starting materials: COc1c(COc2ccc([N+](=O)[O-])cc2)cc(Br)cc1C(C)(C)C, [Cl-], [Fe], [NH4+]. Yields the product COc1c(COc2ccc(N)cc2)cc(Br)cc1C(C)(C)C. As a reaction SMILES: [Br:1][c:2]1[cH:3][c:4]([CH2:14][O:15][c:16]2[cH:17][cH:18][c:19]([N+:22]([O-:23])=[O:24])[cH:20][cH:21]2)[c:5]([O:12][CH3:13])[c:6]([C:8]([CH3:9])([CH3:10])[CH3:11])[cH:7]1.[Cl-:25].[Fe:27].[NH4+:26]>>[Br:1][c:2]1[cH:3][c:4]([CH2:14][O:15][c:16]2[cH:17][cH:18][c:19]([NH2:22])[cH:20][cH:21]2)[c:5]([O:12][CH3:13])[c:6]([C:8]([CH3:9])([CH3:10])[CH3:11])[cH:7]1. The reactants are [H][H] (hydrogen), 31P, [N+](=O)([O-])C1=CC=C(OP2(=NP(=NP(=N2)(OC2=CC=C(C=C2)[N+](=O)[O-])OC2=CC=C(C=C2)[N+](=O)[O-])(OC2=CC=C(C=C2)[N+](=O)[O-])OC2=CC=C(C=C2)[N+](=O)[O-])OC2=CC=C(C=C2)[N+](=O)[O-])C=C1 (Hexakis(4-nitrophenoxy)cyclotriphosphazene), NC1=CC=CC=C1 (aniline). The reagents and catalysts are O=[Pt]=O (PtO2). Run in C1CCOC1 (THF). Product: NC1=CC=C(OP2(=NP(=NP(=N2)(OC2=CC=C(C=C2)N)OC2=CC=C(C=C2)N)(OC2=CC=C(C=C2)N)OC2=CC=C(C=C2)N)OC2=CC=C(C=C2)N)C=C1 (Hexakis(4-aminophenoxy)cyclotriphosphazene). As a reaction SMILES: [N+:1]([C:4]1[CH:66]=[CH:65][C:7]([O:8][P:9]2([O:55][C:56]3[CH:61]=[CH:60][C:59]([N+:62]([O-])=O)=[CH:58][CH:57]=3)[N:14]=[P:13]([O:25][C:26]3[CH:31]=[CH:30][C:29]([N+:32]([O-])=O)=[CH:28][CH:27]=3)([O:15][C:16]3[CH:21]=[CH:20][C:19]([N+:22]([O-])=O)=[CH:18][CH:17]=3)[N:12]=[P:11]([O:45][C:46]3[CH:51]=[CH:50][C:49]([N+:52]([O-])=O)=[CH:48][CH:47]=3)([O:35][C:36]3[CH:41]=[CH:40][C:39]([N+:42]([O-])=O)=[CH:38][CH:37]=3)[N:10]=2)=[CH:6][CH:5]=1)([O-])=O.NC1C=CC=CC=1.[H][H]>O=[Pt]=O.C1COCC1>[NH2:1][C:4]1[CH:66]=[CH:65][C:7]([O:8][P:9]2([O:55][C:56]3[CH:61]=[CH:60][C:59]([NH2:62])=[CH:58][CH:57]=3)[N:14]=[P:13]([O:25][C:26]3[CH:27]=[CH:28][C:29]([NH2:32])=[CH:30][CH:31]=3)([O:15][C:16]3[CH:21]=[CH:20][C:19]([NH2:22])=[CH:18][CH:17]=3)[N:12]=[P:11]([O:45][C:46]3[CH:51]=[CH:50][C:49]([NH2:52])=[CH:48][CH:47]=3)([O:35][C:36]3[CH:41]=[CH:40][C:39]([NH2:42])=[CH:38][CH:37]=3)[N:10]=2)=[CH:6][CH:5]=1. Reported procedure: A 1000-mL stirrer-equipped autoclave was charged with 40.0 g (0.041 mol) of hexakis(4-nitrophenoxy)cyclotriphosphazene (2), aniline (75 mL), and 0.1 g of PtO2 catalyst. The mixture was agitated vigorously under 50 psi of hydrogen pressure at 50° C. until no further pressure drop was recorded (~30 h). The reaction mixture was filtered and the filtrate was poured slowly into toluene (1000 mL). Impure 3 precipitated from solution. After filtration, the crude 3 was recrystallized from o-dichlorobenz... The reactants are BrB(Br)Br, CCc1c(C(=O)NC)c2ccc(OC)cc2n1C, ClCCl. Yields the product CCc1c(C(=O)NC)c2ccc(O)cc2n1C. As a reaction SMILES: [B:19]([Br:20])([Br:21])[Br:22].[CH3:1][NH:2][C:3](=[O:4])[c:5]1[c:6]([CH2:17][CH3:18])[n:7]([CH3:16])[c:8]2[cH:9][c:10]([O:14][CH3:15])[cH:11][cH:12][c:13]12.[Cl:23][CH2:24][Cl:25]>>[CH3:1][NH:2][C:3](=[O:4])[c:5]1[c:6]([CH2:17][CH3:18])[n:7]([CH3:16])[c:8]2[cH:9][c:10]([OH:14])[cH:11][cH:12][c:13]12. Starting materials: COC1=C(C=CC=C1)CCC=CC1=C(C=CC=C1)OCC1=CC=CC=C1 (benzyl 2-[4-(2-methoxyphenyl)-1-butenyl]phenyl ether). Run in C(C)O (ethanol), [H][H] (hydrogen), [Pd] (palladium-on-charcoal). Product: COC1=C(C=CC=C1)CCCCC1=C(C=CC=C1)O (2-[4-(2-Methoxyphenyl)butyl]phenol). Yield: 60.0%. Reaction SMILES: [CH3:1][O:2][C:3]1[CH:8]=[CH:7][CH:6]=[CH:5][C:4]=1[CH2:9][CH2:10][CH:11]=[CH:12][C:13]1[CH:18]=[CH:17][CH:16]=[CH:15][C:14]=1[O:19]CC1C=CC=CC=1>C(O)C.[H][H].[Pd]>[CH3:1][O:2][C:3]1[CH:8]=[CH:7][CH:6]=[CH:5][C:4]=1[CH2:9][CH2:10][CH2:11][CH2:12][C:13]1[CH:18]=[CH:17][CH:16]=[CH:15][C:14]=1[OH:19]. Reported procedure: Following a procedure similar to that described in the latter part of Preparation 3, the whole of the benzyl 2-[4-(2-methoxyphenyl)-1-butenyl]phenyl ether prepared as described above was dissolved in 50 ml of ethanol and hydrogenated at 50° C. in an atmosphere of hydrogen at atmospheric pressure and in the presence of 100 mg of 5% w/w palladium-on-charcoal for 6 hours. The crude product thus obtained was purified by column chromatography through silica gel, using 10:1 by volume mixture of hexane...